Dataset: the Open Reaction Database (ORD), a public repository of structured organic reaction records. Task: describe an organic reaction: reactants, conditions, products, and yield The reactants are ClC1=C(C(=CC=C1)Cl)C=1NC2=C(N1)C=CC(=C2)C(=O)NN (2-(2,6-dichloro-phenyl)-3H-benzoimidazole-5-carboxylic acid hydrazide), CCN=C=NCCCN(C)C (EDCI), NC=1C=NC(=CC1)OC (3-amino-6-methoxy-pyridine), N1(C=NC=C1)C(=S)N1C=NC=C1 (di-imidazol-1-yl-methanethione). Solvent: CCOC(=O)C (EtOAc), CN(C)C=O (DMF), CN(C)C=O (DMF), C(=O)(O)[O-].[Na+] (NaHCO3). Run at temperature 80 celsius. Yields the product ClC1=C(C(=CC=C1)Cl)C=1NC2=C(N1)C=CC(=C2)C2=NN=C(O2)NC=2C=NC(=CC2)OC ({5-[2-(2,6-Dichloro-phenyl)-3H-benzoimidazol-5-yl]-[1,3,4]oxadiazol-2-yl}-(6-methoxy-pyridin-3-yl)-amine). RXN SMILES: [NH2:1][C:2]1[CH:3]=[N:4][C:5]([O:8][CH3:9])=[CH:6][CH:7]=1.N1(C(N2C=CN=C2)=S)C=CN=[CH:11]1.[Cl:22][C:23]1[CH:28]=[CH:27][CH:26]=[C:25]([Cl:29])[C:24]=1[C:30]1[NH:31][C:32]2[CH:38]=[C:37]([C:39]([NH:41][NH2:42])=[O:40])[CH:36]=[CH:35][C:33]=2[N:34]=1.CCN=C=NCCCN(C)C>CN(C=O)C.C([O-])(O)=O.[Na+].CCOC(C)=O>[Cl:22][C:23]1[CH:28]=[CH:27][CH:26]=[C:25]([Cl:29])[C:24]=1[C:30]1[NH:31][C:32]2[CH:38]=[C:37]([C:39]3[O:40][C:11]([NH:1][C:2]4[CH:3]=[N:4][C:5]([O:8][CH3:9])=[CH:6][CH:7]=4)=[N:42][N:41]=3)[CH:36]=[CH:35][C:33]=2[N:34]=1 |f:5.6|. Procedure details: Combine 3-amino-6-methoxy-pyridine (64 uL, 0.606 mmol) and di-imidazol-1-yl-methanethione (108 mg, 0.606 mmol) in DMF (1.5 mL) and stir for 3 hr. Add 2-(2,6-dichloro-phenyl)-3H-benzoimidazole-5-carboxylic acid hydrazide (150 mg, 0.466 mmol) and DMF (1 mL). Heat to 80° C. for 1 hr. Add EDCI (179 mg, 0.932 mmol) and heat to 80° C. for 1 hr. Upon cooling, dilute the reaction with EtOAc (50 mL) and extract with water (10 mL). Dry the organic phase over Na2SO4 and concentrate. Triturate the concentra... Isolated yield 77.4%. RXN SMILES: [C:1]1([C:20]2[CH:25]=[CH:24][CH:23]=[CH:22][CH:21]=2)[CH:6]=[CH:5][C:4]([CH2:7][N:8]2[C:16]3[C:11](=[C:12]([O:17]C)[CH:13]=[CH:14][CH:15]=3)[CH:10]=[C:9]2[CH3:19])=[CH:3][CH:2]=1.B(Br)(Br)Br.ClCl>>[C:1]1([C:20]2[CH:25]=[CH:24][CH:23]=[CH:22][CH:21]=2)[CH:6]=[CH:5][C:4]([CH2:7][N:8]2[C:16]3[C:11](=[C:12]([OH:17])[CH:13]=[CH:14][CH:15]=3)[CH:10]=[C:9]2[CH3:19])=[CH:3][CH:2]=1. Yields the product C1(=CC=C(C=C1)CN1C(=CC2=C(C=CC=C12)O)C)C1=CC=CC=C1 (1-([1,1'-biphenyl]-4-ylmethyl)-4-hydroxy-2-methyl-1H-indole). The reactants are C1(=CC=C(C=C1)CN1C(=CC2=C(C=CC=C12)OC)C)C1=CC=CC=C1 (1-([1,1'-biphenyl]-4-ylmethyl)-4-methoxy-2-methyl-1H-indole), B(Br)(Br)Br (BBr3), ClCl (Cl2). Reported procedure: By the method used in Example 1, Part D, 1.3 g (4.0 mmol) of 1-([1,1'-biphenyl]-4-ylmethyl)-4-methoxy-2-methyl-1H-indole was O-demethylated by treating it with 16 mL of 1M BBr3 /CH2 Cl2 to give 970 mg (77% yield) of crude 1-([1,1'-biphenyl]-4-ylmethyl)-4-hydroxy-2-methyl-1H-indole. Starting materials: CC1(CCC(N1)=O)C (5,5-dimethyl-2-pyrrolidone), [OH-].[Ba+2].[OH-] (barium hydroxide), C([O-])([O-])=O.[Ba+2] (barium carbonate), S(O)(O)(=O)=O (sulfuric acid). Run in O (water). Yields the product NC(CCC(=O)O)(C)C (4-amino-4,4-dimethyl butanoic acid). RXN SMILES: [CH3:1][C:2]1([CH3:8])[NH:6][C:5](=[O:7])[CH2:4][CH2:3]1.[OH-].[Ba+2].[OH-].S(=O)(=O)(O)[OH:13].C(=O)([O-])[O-].[Ba+2]>O>[NH2:6][C:2]([CH3:8])([CH3:1])[CH2:3][CH2:4][C:5]([OH:13])=[O:7] |f:1.2.3,5.6|. Procedure details: For example, a mixture of 5,5-dimethyl-2-pyrrolidone, an excess amount of barium hydroxide and a sufficient amount of water is heated under reflux until the reaction is substantially complete. The cooled solution is made slightly acidic with sulfuric acid and neutralized with solid barium carbonate or other bases. After removal of solids by filtration, the filtrate is evaporated under reduced pressure to yield a crude product which after three recrystallizations from an inert solvent such as aqu... The reactants are Cl (hydrochloric acid), ClC1=C2C=CC=CC2=C(C=2C3=C(SC21)C=CC=C3)C3=CC=C(C=C3)OS(=O)(=O)C (methanesulfonic acid 4-(6-chloro-benzo[b]naphtho[2,3-d]thiophen-11-yl)-phenyl ester), O (water), [OH-].[Na+] (sodium hydroxide). Solvent: O1CCOCC1 (dioxane). Conditions: time 15 minute. Product: ClC1=C2C=CC=CC2=C(C=2C3=C(SC21)C=CC=C3)C3=CC=C(C=C3)O (4-(6-Chloro-benzo[b]naphtho[2,3-d]thiophen-11-yl)-phenol). The yield is 93.5%. As a reaction SMILES: [Cl:1][C:2]1[C:14]2[S:13][C:12]3[CH:15]=[CH:16][CH:17]=[CH:18][C:11]=3[C:10]=2[C:9]([C:19]2[CH:24]=[CH:23][C:22]([O:25]S(C)(=O)=O)=[CH:21][CH:20]=2)=[C:8]2[C:3]=1[CH:4]=[CH:5][CH:6]=[CH:7]2.[OH-].[Na+].O.Cl>O1CCOCC1>[Cl:1][C:2]1[C:14]2[S:13][C:12]3[CH:15]=[CH:16][CH:17]=[CH:18][C:11]=3[C:10]=2[C:9]([C:19]2[CH:20]=[CH:21][C:22]([OH:25])=[CH:23][CH:24]=2)=[C:8]2[C:3]=1[CH:4]=[CH:5][CH:6]=[CH:7]2 |f:1.2|. Procedure details: A biphasic mixture of methanesulfonic acid 4-(6-chloro-benzo[b]naphtho[2,3-d]thiophen-11-yl)-phenyl ester (0.917 g, 2.09 mmol) in dioxane (13 mL) and a solution of sodium hydroxide (2.5 N, 6.7 mL, 16.7 mmol, 8 eq) was heated at reflux overnight. After cooling to room temperature the reaction mixture was combined with water (50 mL), acidified with concentrated hydrochloric acid, and stirred for 15 minutes. The crude white solid product was collected by filtration, redissolved in ether, combined w... The reactants are C(CC)N1CCC(=C(CC1)O[Si](C)(C)C)O[Si](C)(C)C (2,3,6,7-tetrahydro-1-propyl-4,5-bis(trimethylsilyloxy)azepine), Br.Br.NCC(=N)N (2-amino-acetamidine dihydrobromide). Yields the product NC=1C=NC2=C(CCN(CC2)CCC)N1 (2-Amino-7-propyl-6,7,8,9-tetrahydro-5H-pyrazino[2,3-d]azepine). RXN SMILES: [CH2:1]([N:4]1[CH2:10][CH2:9][C:8](O[Si](C)(C)C)=[C:7](O[Si](C)(C)C)[CH2:6][CH2:5]1)[CH2:2][CH3:3].Br.Br.[NH2:23][CH2:24][C:25]([NH2:27])=[NH:26]>>[NH2:27][C:25]1[CH:24]=[N:23][C:8]2[CH2:9][CH2:10][N:4]([CH2:1][CH2:2][CH3:3])[CH2:5][CH2:6][C:7]=2[N:26]=1 |f:1.2.3|. Procedure: This compound was prepared analogous to Example 1 from 2,3,6,7-tetrahydro-1-propyl-4,5-bis(trimethylsilyloxy)azepine and 2-amino-acetamidine dihydrobromide. Starting materials: hydrate, CCN=C=NCCCN(C)C (EDAC), C(Cl)Cl (methylene chloride), CN1C(=C(C2=CC=CC=C12)C)C(=O)N[C@@H](C(C)C)C(=O)O (N-(1,3-dimethylindole-2-carbonyl)valine), crude product, resultant mixture, C(Cl)Cl (methylene chloride), NC(CC(=O)OC(C)(C)C)C(COCC1=C(C=CC=C1Cl)Cl)O (3-amino-5-(2′,6′-dichlorobenzyloxy)-4-hydroxypentanoic acid, t-butyl ester). Solvent: C(C)(=O)OCC.CCCCCC (ethyl acetate hexane). Conditions: temperature 0 celsius, time 1 hour. The product is CN1C(=C(C2=CC=CC=C12)C)C(=O)N[C@@H](C(C)C)C(=O)NC(CC(=O)OC(C)(C)C)C(COCC1=C(C=CC=C1Cl)Cl)O (N-[(1,3-Dimethylindole-2-Carbonyl)Valinyl]-3-Amino-4-Hydroxy-5-(2′,6′-Dichlorobenzyloxy)Pentanoic Acid, t-Butyl Ester). Yield: 41.0%. As a reaction SMILES: CCN=C=NCCCN(C)C.C(Cl)Cl.[CH3:15][N:16]1[C:24]2[C:19](=[CH:20][CH:21]=[CH:22][CH:23]=2)[C:18]([CH3:25])=[C:17]1[C:26]([NH:28][C@H:29]([C:33]([OH:35])=O)[CH:30]([CH3:32])[CH3:31])=[O:27].[NH2:36][CH:37]([CH:46]([OH:58])[CH2:47][O:48][CH2:49][C:50]1[C:55]([Cl:56])=[CH:54][CH:53]=[CH:52][C:51]=1[Cl:57])[CH2:38][C:39]([O:41][C:42]([CH3:45])([CH3:44])[CH3:43])=[O:40]>C(OCC)(=O)C.CCCCCC>[CH3:15][N:16]1[C:24]2[C:19](=[CH:20][CH:21]=[CH:22][CH:23]=2)[C:18]([CH3:25])=[C:17]1[C:26]([NH:28][C@H:29]([C:33]([NH:36][CH:37]([CH:46]([OH:58])[CH2:47][O:48][CH2:49][C:50]1[C:51]([Cl:57])=[CH:52][CH:53]=[CH:54][C:55]=1[Cl:56])[CH2:38][C:39]([O:41][C:42]([CH3:44])([CH3:43])[CH3:45])=[O:40])=[O:35])[CH:30]([CH3:31])[CH3:32])=[O:27] |f:4.5|. Procedure: 1-tlydroxybenzotriazole hydrate (153 mg, 1.0 mmol) and EDAC (268 mg, 1.4 mmol) were added to a methylene chloride solution of N-(1,3-dimethylindole-2-carbonyl)valine (288 mg, 1.0 mmol, in 3 mL of methylene chloride). The resultant mixture was stirred for 10 minutes under a nitrogen atmosphere at room temperature. A methylene chloride solution of 3-amino-5-(2′,6′-dichlorobenzyloxy)-4-hydroxypentanoic acid, t-butyl ester (364 mg, 1.0 mmol, in 2 mL of methylene chloride) was added to the reaction m...